From a dataset of the Open Reaction Database (ORD), a public repository of structured organic reaction records. describe an organic reaction: reactants, conditions, products, and yield Reactants: CC[Zn]CC, CC(=O)[O-], CCOCC, C=COCCCCOCc1ccccc1, ICI, [NH4+]. The product is c1ccc(COCCCCOC2CC2)cc1. Reaction SMILES: [CH2:16]([Zn:17][CH2:18][CH3:19])[CH3:20].[CH3:25][C:26](=[O:27])[O-:28].[CH3:29][CH2:30][O:31][CH2:32][CH3:33].[CH:1](=[CH2:2])[O:3][CH2:4][CH2:5][CH2:6][CH2:7][O:8][CH2:9][c:10]1[cH:11][cH:12][cH:13][cH:14][cH:15]1.[I:21][CH2:22][I:23].[NH4+:24]>>[CH:1]1([O:3][CH2:4][CH2:5][CH2:6][CH2:7][O:8][CH2:9][c:10]2[cH:11][cH:12][cH:13][cH:14][cH:15]2)[CH2:2][CH2:16]1. Reactants: NC1=CC(=C(C=C1)N1C[C@H](CC1)CNC(OC(C)(C)C)=O)F (tert-Butyl (R)-[1-(4-amino-2-fluorophenyl)pyrrolidin-3-yl]methylcarbamate), C(C)(=O)O[BH-](OC(C)=O)OC(C)=O (triacetoxyborohydride), CC(=O)C (acetone). Yields the product FC1=C(C=CC(=C1)NC(C)C)N1C[C@H](CC1)CNC(OC(C)(C)C)=O (tert-Butyl (R)-[1-(2-fluoro-4-isopropylaminophenyl)pyrrolidin-3-yl]methylcarbamate). Reaction SMILES: [NH2:1][C:2]1[CH:7]=[CH:6][C:5]([N:8]2[CH2:12][CH2:11][C@H:10]([CH2:13][NH:14][C:15](=[O:21])[O:16][C:17]([CH3:20])([CH3:19])[CH3:18])[CH2:9]2)=[C:4]([F:22])[CH:3]=1.C(O[BH-](OC(=O)C)OC(=O)C)(=O)C.[CH3:36][C:37]([CH3:39])=O>>[F:22][C:4]1[CH:3]=[C:2]([NH:1][CH:37]([CH3:39])[CH3:36])[CH:7]=[CH:6][C:5]=1[N:8]1[CH2:12][CH2:11][C@H:10]([CH2:13][NH:14][C:15](=[O:21])[O:16][C:17]([CH3:18])([CH3:19])[CH3:20])[CH2:9]1. Procedure: tert-Butyl (R)-[1-(4-amino-2-fluorophenyl)pyrrolidin-3-yl]methylcarbamate was alkylated with acetone using triacetoxyborohydride as reducing agent by method N. This resulted in the product with the molecular weight of 351.47 (C19H30FN3O2); MS (ESI): 352 (M+H+). Starting materials: C1COCCO1, COCCBr, CCN(C(C)C)C(C)C, OCCNCc1ccc(Cl)nc1. The product is COCCN(CCO)Cc1ccc(Cl)nc1. Reaction SMILES: [CH2:27]1[O:28][CH2:29][CH2:30][O:31][CH2:32]1.[CH3:13][O:14][CH2:15][CH2:16][Br:17].[CH:18]([N:19]([CH:20]([CH3:21])[CH3:22])[CH2:23][CH3:24])([CH3:25])[CH3:26].[Cl:1][c:2]1[cH:3][cH:4][c:5]([CH2:8][NH:9][CH2:10][CH2:11][OH:12])[cH:6][n:7]1>>[Cl:1][c:2]1[cH:3][cH:4][c:5]([CH2:8][N:9]([CH2:10][CH2:11][OH:12])[CH2:16][CH2:15][O:14][CH3:13])[cH:6][n:7]1. The reactants are [C-]1(C=CC=C1)C1(OCCC1)CCCO.[CH-]1C=CC=C1.[Fe+2] (2-ferrocenyl-2-(3-hydroxypropyl)tetrahydrofuran). The solvent is FC(C(=O)O)(F)F (trifluoroacetic acid). Reaction conditions: temperature 25 celsius, time 40 hour. Product: [C-]1(C=CC=C1)C(CCCO)(CCCO)[C-]1C=CC=C1.[CH-]1C=CC=C1.[Fe+2].[CH-]1C=CC=C1.[Fe+2] (4,4-diferrocenylheptane-1,7-diol). Yield: 207.3%. RXN SMILES: [C-:1]1([C:6]2([CH2:11][CH2:12][CH2:13][OH:14])[CH2:10][CH2:9][CH2:8][O:7]2)[CH:5]=[CH:4][CH:3]=[CH:2]1.[CH-:15]1[CH:19]=[CH:18][CH:17]=[CH:16]1.[Fe+2:20]>FC(F)(F)C(O)=O>[C-:1]1([C:6]([C-:15]2[CH:19]=[CH:18][CH:17]=[CH:16]2)([CH2:11][CH2:12][CH2:13][OH:14])[CH2:10][CH2:9][CH2:8][OH:7])[CH:5]=[CH:4][CH:3]=[CH:2]1.[CH-:1]1[CH:5]=[CH:4][CH:3]=[CH:2]1.[Fe+2:20].[CH-:1]1[CH:5]=[CH:4][CH:3]=[CH:2]1.[Fe+2:20] |f:0.1.2,4.5.6.7.8|. Procedure details: One gram of 2-ferrocenyl-2-(3-hydroxypropyl)tetrahydrofuran (II) was dissloved in 10 ml of trifluoroacetic acid at 25°C for 2 hours. The trifluoroacetic acid was removed under reduced pressure at 25°C and ferrocene, 5.41 g (0.032 mole), dissolved in 25 ml of methylene chloride, was added to the residue. The solution was stirred 40 hours at 25°C and then treated with 50 ml of H2O and enough ascorbic acid solution (drop by drop) to reduce the ferricinium ion present. The phases were separated and ... Starting materials: resultant mixture, ClC=1C=C2C=CC(=CC2=CC1)S(=O)(=O)Cl (6-Chloronaphth-2-ylsulphonyl chloride), O.O.O.O.O.O.O.S(=O)([O-])[O-].[Na+].[Na+] (sodium sulphite heptahydrate), C([O-])(O)=O.[Na+] (sodium bicarbonate). The solvent is O (water). Reaction conditions: temperature 70 celsius. The product is ClC=1C=C2C=CC(=CC2=CC1)S(=O)[O-].[Na+] (sodium 6-chloronaphth-2-ylsulphinate). The yield is 96.6%. RXN SMILES: [Cl:1][C:2]1[CH:3]=[C:4]2[C:9](=[CH:10][CH:11]=1)[CH:8]=[C:7]([S:12](Cl)(=[O:14])=[O:13])[CH:6]=[CH:5]2.O.O.O.O.O.O.O.S([O-])([O-])=O.[Na+:27].[Na+].C(=O)(O)[O-].[Na+]>O>[Cl:1][C:2]1[CH:3]=[C:4]2[C:9](=[CH:10][CH:11]=1)[CH:8]=[C:7]([S:12]([O-:14])=[O:13])[CH:6]=[CH:5]2.[Na+:27] |f:1.2.3.4.5.6.7.8.9.10,11.12,14.15|. Procedure: 6-Chloronaphth-2-ylsulphonyl chloride (2.61 g) was added in one portion to a stirred mixture of sodium sulphite heptahydrate (4.71 g), sodium bicarbonate (1.64 g) and water (25 ml) which had been heated to 70° C. The resultant mixture was heated to that temperature for 3 hours and then allowed to cool slowly to ambient temperature. The crystalline precipitate was isolated giving sodium 6-chloronaphth-2-ylsulphinate (2.4 g) which was used without further purification. Starting materials: C(C)N1C(NC(C=2NC(=NC12)CC)=S)=S (3,8-Diethyl-2,6-dithioxanthine), N1CCOCC1 (morpholine). Solvent: CC(=O)C (acetone). The product is C(C)N1C(N=C(C=2NC(=NC12)CC)N1CCOCC1)=S (3,8-Diethyl-3,7-dihydro-6-morpholino-2H-purine-2-thione). RXN SMILES: [CH2:1]([N:3]1[C:11]2[N:10]=[C:9]([CH2:12][CH3:13])[NH:8][C:7]=2[C:6](=S)[NH:5][C:4]1=[S:15])[CH3:2].[NH:16]1[CH2:21][CH2:20][O:19][CH2:18][CH2:17]1>CC(C)=O>[CH2:1]([N:3]1[C:11]2[N:10]=[C:9]([CH2:12][CH3:13])[NH:8][C:7]=2[C:6]([N:16]2[CH2:21][CH2:20][O:19][CH2:18][CH2:17]2)=[N:5][C:4]1=[S:15])[CH3:2]. Reported procedure: The product of stage (i) (14.42 g) was refluxed in 78.4 ml (900 mmoles) of morpholine for 30 hours. After cooling to room temperature the region product was suspended in 100 ml of acetone and the title product (16.49 g) collected and washed. The reactants are CC1=C(C(=O)OCC)C=CC=N1 (ethyl 2-methylnicotinate), C(C1=CC=CC=C1)=O (benzaldehyde), C(C)(=O)OC(C)=O (acetic anhydride). The product is lactone, OC(CC1=C(C(=O)O)C=CC=N1)C1=CC=CC=C1 (2-(2-hydroxy-2-phenylethyl)nicotinic acid). As a reaction SMILES: [CH3:1][C:2]1[N:12]=[CH:11][CH:10]=[CH:9][C:3]=1[C:4]([O:6]CC)=[O:5].[CH:13](=[O:20])[C:14]1[CH:19]=[CH:18][CH:17]=[CH:16][CH:15]=1.C(OC(=O)C)(=O)C>>[OH:20][CH:13]([C:14]1[CH:19]=[CH:18][CH:17]=[CH:16][CH:15]=1)[CH2:1][C:2]1[N:12]=[CH:11][CH:10]=[CH:9][C:3]=1[C:4]([OH:6])=[O:5]. Procedure details: In carrying out the reaction, an appropriate ethyl 2-methylnicotinate and benzaldehyde compound and acetic anhydride are refluxed together under nitrogen for about 24 hours. Thereafter, the excess anhydride is removed in vacuo and the residue poured into water and extracted with ether. The ether solution extracted with dilute acid, the acid solution then made basic with ammonia to obtain a lactone of 2-(2-hydroxy-2-phenylethyl)nicotinic acid. The lactone is reduced to 2-phenylethylnicotinic acid...